This data is from the Open Reaction Database (ORD), a public repository of structured organic reaction records. The task is: describe an organic reaction: reactants, conditions, products, and yield Starting materials: C(C)(C)OC(=O)N1CCC(CC1)OC1=NC=NC(=C1OC)Cl (4-(6-chloro-5-methoxy-pyrimidin-4-yloxy)-piperidine-1-carboxylic acid isopropyl ester), CC1=NC(=CC=C1N)S(=O)(=O)C (2-methyl-6-(methylsulfonyl)pyridin-3-amine), C(C(C)C)N1P2N(CCN(CC1)CCN2CC(C)C)CC(C)C (2,8,9-triisobutyl-2,5,8,9-tetraaza-1-phospha-bicyclo[3.3.3]undecane), CC(C)(C)[O-].[Na+] (sodium 2-methylpropan-2-olate). Reagents/catalysts: C(C)(=O)[O-].[Pd+2].C(C)(=O)[O-] (palladium acetate). Solvent: O1CCOCC1 (dioxane). Run at temperature 120 celsius, time 2 hour. The product is C(C)(C)OC(=O)N1CCC(CC1)OC1=NC=NC(=C1OC)NC=1C(=NC(=CC1)S(=O)(=O)C)C (4-[6-(6-methanesulfonyl-2-methyl-pyridin-3-ylamino)-5-methoxy-pyrimidin-4-yloxy]-piperidine-1-carboxylic acid isopropyl ester), Cl (HCl). As a reaction SMILES: [CH:1]([O:4][C:5]([N:7]1[CH2:12][CH2:11][CH:10]([O:13][C:14]2[C:19]([O:20][CH3:21])=[C:18]([Cl:22])[N:17]=[CH:16][N:15]=2)[CH2:9][CH2:8]1)=[O:6])([CH3:3])[CH3:2].[CH3:23][C:24]1[C:29]([NH2:30])=[CH:28][CH:27]=[C:26]([S:31]([CH3:34])(=[O:33])=[O:32])[N:25]=1.C(N1CCN2CCN(CC(C)C)P1N(CC(C)C)CC2)C(C)C.CC([O-])(C)C.[Na+]>O1CCOCC1.C([O-])(=O)C.[Pd+2].C([O-])(=O)C>[CH:1]([O:4][C:5]([N:7]1[CH2:12][CH2:11][CH:10]([O:13][C:14]2[C:19]([O:20][CH3:21])=[C:18]([NH:30][C:29]3[C:24]([CH3:23])=[N:25][C:26]([S:31]([CH3:34])(=[O:33])=[O:32])=[CH:27][CH:28]=3)[N:17]=[CH:16][N:15]=2)[CH2:9][CH2:8]1)=[O:6])([CH3:3])[CH3:2].[ClH:22] |f:3.4,6.7.8|. Procedure: A mixture of 4-(6-chloro-5-methoxy-pyrimidin-4-yloxy)-piperidine-1-carboxylic acid isopropyl ester (611 mg, 1.85 mmol), 2-methyl-6-(methylsulfonyl)pyridin-3-amine (345 mg, 1.85 mmol), palladium acetate (37.2 mg, 0.166 mmol), 2,8,9-triisobutyl-2,5,8,9-tetraaza-1-phospha-bicyclo[3.3.3]undecane (118 μl, 0.332 mmol), and sodium 2-methylpropan-2-olate (267 mg, 2.78 mmol) in 15 mL dioxane was heated under microwave irradiation at 120° C. After 2 h, mixture was purified by HPLC; fractions containing pr... The reactants are C1COCCN1, CC(=O)O, CC(C)OC(=O)NCCSc1cccc2nccn12. Product: CC(C)OC(=O)NCCSc1cccc2ncc(CN3CCOCC3)n12. RXN SMILES: [CH2:1]1[CH2:2][O:3][CH2:4][CH2:5][NH:6]1.[CH3:26][C:27](=[O:28])[OH:29].[CH:7]([CH3:8])([CH3:9])[O:10][C:11](=[O:12])[NH:13][CH2:14][CH2:15][S:16][c:17]1[cH:18][cH:19][cH:20][c:21]2[n:22]1[cH:23][cH:24][n:25]2>>[CH2:1]1[CH2:2][O:3][CH2:4][CH2:5][N:6]1[CH2:26][c:23]1[n:22]2[c:17]([S:16][CH2:15][CH2:14][NH:13][C:11]([O:10][CH:7]([CH3:8])[CH3:9])=[O:12])[cH:18][cH:19][cH:20][c:21]2[n:25][cH:24]1. The reactants are O=S(=O)(Cl)c1cc(F)ccc1F, Nc1cccc(COCc2ccc(F)cc2)n1. Product: O=S(=O)(Nc1cccc(COCc2ccc(F)cc2)n1)c1cc(F)ccc1F. Reaction SMILES: [F:18][c:19]1[c:20]([S:26](=[O:27])(=[O:28])[Cl:29])[cH:21][c:22]([F:25])[cH:23][cH:24]1.[F:1][c:2]1[cH:3][cH:4][c:5]([CH2:6][O:7][CH2:8][c:9]2[cH:10][cH:11][cH:12][c:13]([NH2:15])[n:14]2)[cH:16][cH:17]1>>[F:1][c:2]1[cH:3][cH:4][c:5]([CH2:6][O:7][CH2:8][c:9]2[cH:10][cH:11][cH:12][c:13]([NH:15][S:26]([c:20]3[c:19]([F:18])[cH:24][cH:23][c:22]([F:25])[cH:21]3)(=[O:27])=[O:28])[n:14]2)[cH:16][cH:17]1.